Dataset: the Open Reaction Database (ORD), a public repository of structured organic reaction records. Task: describe an organic reaction: reactants, conditions, products, and yield Starting materials: CS(=O)(=O)N1CC2(CN(CC2)C\C=C\C2=CC=C(C=C2)Cl)C2=CC(=CC=C12)Cl (1-methanesulfonyl-5-chloro-1′-[trans-3-(4-chlorophenyl)allyl]spiro[indoline-3,3′-pyrrolidine]), [H-].COCCO[Al+]OCCOC.[Na+].[H-] (sodium bis(2-methoxyethoxy)aluminium hydride). Run in C1(=CC=CC=C1)C (toluene). Conditions: temperature 100 celsius, time 1 hour. The product is ClC=1C=C2C(=CC1)NCC21CN(CC1)C\C=C\C1=CC=C(C=C1)Cl (5-chloro-1′-[trans-3-(4-chlorophenyl)allyl]spiro[indoline-3,3′-pyrrolidine]). Yield: 74.7%. As a reaction SMILES: CS([N:5]1[C:27]2[C:22](=[CH:23][C:24]([Cl:28])=[CH:25][CH:26]=2)[C:7]2([CH2:11][CH2:10][N:9]([CH2:12]/[CH:13]=[CH:14]/[C:15]3[CH:20]=[CH:19][C:18]([Cl:21])=[CH:17][CH:16]=3)[CH2:8]2)[CH2:6]1)(=O)=O.[H-].COCCO[Al+]OCCOC.[Na+].[H-]>C1(C)C=CC=CC=1>[Cl:28][C:24]1[CH:23]=[C:22]2[C:7]3([CH2:11][CH2:10][N:9]([CH2:12]/[CH:13]=[CH:14]/[C:15]4[CH:16]=[CH:17][C:18]([Cl:21])=[CH:19][CH:20]=4)[CH2:8]3)[CH2:6][NH:5][C:27]2=[CH:26][CH:25]=1 |f:1.2.3.4|. Procedure details: A solution of 1-methanesulfonyl-5-chloro-1′-[trans-3-(4-chlorophenyl)allyl]spiro[indoline-3,3′-pyrrolidine] obtained in Step D (256 mg) in toluene (25 ml) under argon was treated with sodium bis(2-methoxyethoxy)aluminium hydride (Red-Al, 65% in toluene, 0.67 ml) and the reaction mixture was stirred at 100° C. for 1 hour, cooled to room temperature, quenched by addition of ethyl acetate (10 ml), stirred for 15 min and concentrated in vacuo. The residue was purified by silica gel chromatography (e...